Dataset: the Open Reaction Database (ORD), a public repository of structured organic reaction records. Task: describe an organic reaction: reactants, conditions, products, and yield The reactants are CC(C)O, CN1C(=O)C(C)(F)CN(C2CCCCC2)c2nc(Cl)ncc21, Cl, COc1cc(C(=O)O)ccc1N. Yields the product COc1cc(C(=O)O)ccc1Nc1ncc2c(n1)N(C1CCCCC1)CC(C)(F)C(=O)N2C. Reaction SMILES: [CH:36]([OH:37])([CH3:38])[CH3:39].[Cl:1][c:2]1[n:3][cH:4][c:5]2[c:6]([n:22]1)[N:7]([CH:16]1[CH2:17][CH2:18][CH2:19][CH2:20][CH2:21]1)[CH2:8][C:9]([CH3:14])([F:15])[C:10](=[O:13])[N:11]2[CH3:12].[ClH:35].[NH2:23][c:24]1[c:25]([O:33][CH3:34])[cH:26][c:27]([C:28](=[O:29])[OH:30])[cH:31][cH:32]1>>[c:2]1([NH:23][c:24]2[c:25]([O:33][CH3:34])[cH:26][c:27]([C:28](=[O:29])[OH:30])[cH:31][cH:32]2)[n:3][cH:4][c:5]2[c:6]([n:22]1)[N:7]([CH:16]1[CH2:17][CH2:18][CH2:19][CH2:20][CH2:21]1)[CH2:8][C:9]([CH3:14])([F:15])[C:10](=[O:13])[N:11]2[CH3:12]. The reactants are C1(=CC=CC=C1)N1C(=NC2=C1C=CC=C2)[C@H](C)N ((S)-1-(1-phenyl-1H-benzo[d]imidazol-2-yl)ethanamine), ClC=1C2=C(N=CN1)C=CN2 (4-chloro-5H-pyrrolo[3,2-d]pyrimidine), C(C)N(C(C)C)C(C)C (N-ethyl-N-isopropylpropan-2-amine). Solvent: CCCCO (n-BuOH). Reaction conditions: temperature 130 celsius, time 8 hour. The product is C1(=CC=CC=C1)N1C(=NC2=C1C=CC=C2)[C@H](C)NC=2C1=C(N=CN2)C=CN1 ((S)—N-(1-(1-phenyl-1H-benzo[d]imidazol-2-yl)ethyl)-5H-pyrrolo[3,2-d]pyrimidin-4-amine). Yield: 42.8%. Reaction SMILES: [C:1]1([N:7]2[C:11]3[CH:12]=[CH:13][CH:14]=[CH:15][C:10]=3[N:9]=[C:8]2[C@@H:16]([NH2:18])[CH3:17])[CH:6]=[CH:5][CH:4]=[CH:3][CH:2]=1.Cl[C:20]1[C:21]2[NH:28][CH:27]=[CH:26][C:22]=2[N:23]=[CH:24][N:25]=1.C(N(C(C)C)C(C)C)C>CCCCO>[C:1]1([N:7]2[C:11]3[CH:12]=[CH:13][CH:14]=[CH:15][C:10]=3[N:9]=[C:8]2[C@@H:16]([NH:18][C:20]2[C:21]3[NH:28][CH:27]=[CH:26][C:22]=3[N:23]=[CH:24][N:25]=2)[CH3:17])[CH:2]=[CH:3][CH:4]=[CH:5][CH:6]=1. Procedure: Into a 25-mL round-bottom flask was placed a solution of (S)-1-(1-phenyl-1H-benzo[d]imidazol-2-yl)ethanamine from Example 4 (238 mg, 1.00 mmol, 1.00 equiv) in n-BuOH (8 mL), 4-chloro-5H-pyrrolo[3,2-d]pyrimidine from Example 20 (155 mg, 0.99 mmol, 0.99 equiv, 98%) and N-ethyl-N-isopropylpropan-2-amine (400 mg, 3.03 mmol, 3.02 equiv, 98%). The resulting solution was stirred overnight at 130° C. and concentrated under vacuum. The residue was purified by applying onto a C18 column eluted with water/... The reactants are NC1=CC=C(C(=N1)CP(OCC)(OCC)=O)Cl (Diethyl [(6-amino-3-chloro-2-pyridinyl)methyl]phosphonate), BrCC(C(=O)OCC)=O (ethyl bromopyruvate). Run in CCO (EtOH), COCCOC (DME). Product: ClC=1C=CC=2N(C1CP(=O)(OCC)OCC)C=C(N2)C(=O)OCC (Ethyl 6-chloro-5-[(diethoxyphosphinyl)methyl]imidazo[1,2-a]pyridine-2-carboxylate). Yield: 13.0%. RXN SMILES: [NH2:1][C:2]1[N:7]=[C:6]([CH2:8][P:9](=[O:16])([O:13][CH2:14][CH3:15])[O:10][CH2:11][CH3:12])[C:5]([Cl:17])=[CH:4][CH:3]=1.Br[CH2:19][C:20](=O)[C:21]([O:23][CH2:24][CH3:25])=[O:22]>COCCOC.CCO>[Cl:17][C:5]1[CH:4]=[CH:3][C:2]2[N:7]([CH:19]=[C:20]([C:21]([O:23][CH2:24][CH3:25])=[O:22])[N:1]=2)[C:6]=1[CH2:8][P:9]([O:13][CH2:14][CH3:15])([O:10][CH2:11][CH3:12])=[O:16]. Procedure details: Following the procedure for Example 17, the residue from Example 28 was combined with ethyl bromopyruvate (0.468 g, 2.4 mmol) in DME (25 mL). After the resulting salt was refluxed in abs EtOH (30 mL) for 6 h, workup and puricication produced 0./114 g (13% of title compound). The reactants are CC1OC2=C(O1)C=CC=C2 (methylbenzo[d][1,3]dioxole), C=O (formaldehyde), Cl (HCl), C(Cl)Cl (methylene chloride). The reagents and catalysts are [Br-].C(CCC)[N+](CCCC)(CCCC)CCCC (tetrabutylammonium bromide). Run at time 8 hour. Product: ClCC1=CC2=C(OCO2)C=C1C (5-chloromethyl-6-methylbenzo[d][1,3]dioxole). Reaction SMILES: Cl.C[CH:3]1[O:7][C:6]2[CH:8]=[CH:9][CH:10]=[CH:11][C:5]=2[O:4]1.[CH2:12]=O.[CH2:14]([Cl:16])Cl>[Br-].C([N+](CCCC)(CCCC)CCCC)CCC>[Cl:16][CH2:14][C:9]1[C:10]([CH3:12])=[CH:11][C:5]2[O:4][CH2:3][O:7][C:6]=2[CH:8]=1 |f:4.5|. Reported procedure: To a mixture of methylene chloride (130 L), concentrated HCl (130 L), and tetrabutylammonium bromide (1.61 Kg) was added 5 methylbenzo[d][1,3]dioxole (10 Kg) followed by the slow addition of formaldehyde (14 L, 37 wt % in water). The mixture was stirred overnight. The organic layer was separated, dried with magnesium sulfate and concentrated to an oil. Hexane (180 L) was added and the mixture heated to boiling. The hot hexane solution was decanted from a heavy oily residue and evaporated to give... Starting materials: CO, CC1(C)CC(=O)C(=C(O)CCCCC(=O)OCc2ccccc2)C(=O)C1. Product: CC1(C)CC(=O)C(=C(O)CCCCC(=O)O)C(=O)C1. Reaction SMILES: [CH3:27][OH:28].[OH:1][C:2]([CH2:3][CH2:4][CH2:5][CH2:6][C:7](=[O:8])[O:9][CH2:10][c:11]1[cH:12][cH:13][cH:14][cH:15][cH:16]1)=[C:17]1[C:18](=[O:26])[CH2:19][C:20]([CH3:24])([CH3:25])[CH2:21][C:22]1=[O:23]>>[OH:1][C:2]([CH2:3][CH2:4][CH2:5][CH2:6][C:7](=[O:8])[OH:9])=[C:17]1[C:18](=[O:26])[CH2:19][C:20]([CH3:24])([CH3:25])[CH2:21][C:22]1=[O:23]. The reactants are C1(=CC=CC=C1)OC(NC=1C(=NC(=C(C1)CC)C)OC)=O (Phenyl-N-(5-ethyl-2-methoxy-6-methylpyridin-3-yl)carbamate), C(C)(C)C1=C(C=CC=C1)N1CCNCC1 (1-(2-isopropylphenyl)piperazine). The product is C(C)C=1C=C(C(=NC1C)OC)NC(=O)N1CCN(CC1)C1=C(C=CC=C1)C(C)C (1-[(5-ethyl-2-methoxy-6-methylpyridin-3-yl)aminocarbonyl]-4-(2-isopropylphenyl)piperazine). Isolated yield 65.0%. RXN SMILES: C1(O[C:8](=[O:21])[NH:9][C:10]2[C:11]([O:19][CH3:20])=[N:12][C:13]([CH3:18])=[C:14]([CH2:16][CH3:17])[CH:15]=2)C=CC=CC=1.[CH:22]([C:25]1[CH:30]=[CH:29][CH:28]=[CH:27][C:26]=1[N:31]1[CH2:36][CH2:35][NH:34][CH2:33][CH2:32]1)([CH3:24])[CH3:23]>>[CH2:16]([C:14]1[CH:15]=[C:10]([NH:9][C:8]([N:34]2[CH2:35][CH2:36][N:31]([C:26]3[CH:27]=[CH:28][CH:29]=[CH:30][C:25]=3[CH:22]([CH3:24])[CH3:23])[CH2:32][CH2:33]2)=[O:21])[C:11]([O:19][CH3:20])=[N:12][C:13]=1[CH3:18])[CH3:17]. Procedure details: Phenyl-N-(5-ethyl-2-methoxy-6-methylpyridin-3-yl)carbamate and 1-(2-isopropylphenyl)piperazine were reacted by the same way with the example 1 to obtain the titled compound.